Task: describe an organic reaction: reactants, conditions, products, and yield. Dataset: the Open Reaction Database (ORD), a public repository of structured organic reaction records Isolated yield 187.8%. Starting materials: [Na] (sodium), S(=O)(=O)(C1=CC=C(C)C=C1)NN=CC1=CC=C(C=C1)Cl (4-chlorobenzaldehyde tosyl hydrazone). Reaction SMILES: [Na:1].[S:2]([NH:12][N:13]=[CH:14][C:15]1[CH:20]=[CH:19][C:18]([Cl:21])=[CH:17][CH:16]=1)([C:5]1[CH:11]=[CH:10][C:8]([CH3:9])=[CH:7][CH:6]=1)(=[O:4])=[O:3]>CO>[Na:1].[Na:1].[S:2]([NH:12][N:13]=[CH:14][C:15]1[CH:20]=[CH:19][C:18]([Cl:21])=[CH:17][CH:16]=1)([C:5]1[CH:11]=[CH:10][C:8]([CH3:9])=[CH:7][CH:6]=1)(=[O:4])=[O:3] |f:4.5,^1:0,23,24|. Product: [Na] (sodium), [Na].S(=O)(=O)(C1=CC=C(C)C=C1)NN=CC1=CC=C(C=C1)Cl (4-chlorobenzaldehyde tosyl hydrazone sodium salt). Solvent: CO (methanol), CO (methanol). Procedure details: A 1 M sodium methoxyde solution was prepared by adding sodium (423 mg, 18.39 mmol) to anhydrous methanol (19 ml) with external cooling. Once all of the metal was dissolved, 4-chlorobenzaldehyde tosyl hydrazone (5.39 g, 17.51 mmol) was added and the mixture was stirred until the solid was dissolved. After stirring for a further 15 min at room temperature the methanol was removed under reduced pressure at room temperature. 5.73 g of 4-chlorobenzaldehyde tosyl hydrazone sodium salt was obtained in ... Starting materials: CN(N)C(N)=O, CC(=O)c1ccc2nnc(Cc3ccc4ncccc4c3)n2n1. Yields the product CC(=NN(C)C(N)=O)c1ccc2nnc(Cc3ccc4ncccc4c3)n2n1. RXN SMILES: [CH3:24][N:25]([NH2:26])[C:27](=[O:28])[NH2:29].[n:1]1[cH:2][cH:3][cH:4][c:5]2[cH:6][c:7]([CH2:11][c:12]3[n:13][n:14][c:15]4[n:16]3[n:17][c:18]([C:21]([CH3:22])=[O:23])[cH:19][cH:20]4)[cH:8][cH:9][c:10]12>>[n:1]1[cH:2][cH:3][cH:4][c:5]2[cH:6][c:7]([CH2:11][c:12]3[n:13][n:14][c:15]4[n:16]3[n:17][c:18]([C:21]([CH3:22])=[N:26][N:25]([CH3:24])[C:27](=[O:28])[NH2:29])[cH:19][cH:20]4)[cH:8][cH:9][c:10]12. The reactants are C(CCC)P(CCCC)CCCC (Tributylphosphine), CC1=NOC(=C1CN1N=CC(=C1)N1C(NCC1=O)=O)C (3-(1-((3,5-dimethylisoxazol-4-yl)methyl)-1H-pyrazol-4-yl)imidazolidine-2,4-dione), COC=1C=C(C=CC1OC)CO ((3,4-dimethoxyphenyl)methanol), N,N,N,N-tetramethylazodicarboxamide. The solvent is C1CCOC1 (THF). Run at time 5 minute. Product: COC=1C=C(CN2C(N(C(C2)=O)C=2C=NN(C2)CC=2C(=NOC2C)C)=O)C=CC1OC (1-(3,4-dimethoxybenzyl)-3-(1-((3,5-dimethylisoxazol-4-yl)methyl)-1H-pyrazol-4-yl)imidazolidine-2,4-dione). RXN SMILES: [CH3:1][C:2]1[C:6]([CH2:7][N:8]2[CH:12]=[C:11]([N:13]3[C:17](=[O:18])[CH2:16][NH:15][C:14]3=[O:19])[CH:10]=[N:9]2)=[C:5]([CH3:20])[O:4][N:3]=1.[CH3:21][O:22][C:23]1[CH:24]=[C:25]([CH2:31]O)[CH:26]=[CH:27][C:28]=1[O:29][CH3:30].C(P(CCCC)CCCC)CCC>C1COCC1>[CH3:21][O:22][C:23]1[CH:24]=[C:25]([CH:26]=[CH:27][C:28]=1[O:29][CH3:30])[CH2:31][N:15]1[CH2:16][C:17](=[O:18])[N:13]([C:11]2[CH:10]=[N:9][N:8]([CH2:7][C:6]3[C:2]([CH3:1])=[N:3][O:4][C:5]=3[CH3:20])[CH:12]=2)[C:14]1=[O:19]. Procedure: 3-(1-((3,5-dimethylisoxazol-4-yl)methyl)-1H-pyrazol-4-yl)imidazolidine-2,4-dione (example 10-1) (275 mg, 1 mmol), (3,4-dimethoxyphenyl)methanol (201 mg, 1.2 mmol), N,N,N,N-tetramethylazodicarboxamide (344 mg, 2 mmol) were dissolved in 2 mL anhydrous THF. Tributylphosphine (404 mg, 2 mmol) was added and the reaction mixture was placed in a microwave reactor for 5 minutes at 90° C. The reaction was filtered, concentrated and purified by HPLC (10-95% Acetonitrile/Water, 25 minutes) to afford the ti... Starting materials: O=C(Cl)CCCl, Nc1ccccc1, C1CCOC1. The product is O=C(CCCl)Nc1ccccc1. As a reaction SMILES: [Cl:8][CH2:9][CH2:10][C:11](=[O:12])[Cl:13].[NH2:1][c:2]1[cH:3][cH:4][cH:5][cH:6][cH:7]1.[O:14]1[CH2:15][CH2:16][CH2:17][CH2:18]1>>[NH:1]([c:2]1[cH:3][cH:4][cH:5][cH:6][cH:7]1)[C:11]([CH2:10][CH2:9][Cl:8])=[O:12]. Reactants: FS(=O)(=O)OC (methyl fluorosulfonate), CN1SN=CC1=O (2-Methyl-1,2,5-thiadiazole-3-one), FS(=O)(=O)OC (methyl fluorosulfonate). Solvent: C(Cl)Cl (methylene chloride). Run at time 1 hour. Product: FS(=O)(=O)[O-].C[N+]=1SN=CC1OC (2-Methyl-3-methoxy-1,2,5-thiadiazolium Fluorosulfonate). As a reaction SMILES: [CH3:1][N:2]1[C:6](=[O:7])[CH:5]=[N:4][S:3]1.[F:8][S:9]([O:12][CH3:13])(=[O:11])=[O:10]>C(Cl)Cl>[F:8][S:9]([O-:12])(=[O:11])=[O:10].[CH3:1][N+:2]1[S:3][N:4]=[CH:5][C:6]=1[O:7][CH3:13] |f:3.4|. Procedure details: 2-Methyl-1,2,5-thiadiazole-3-one (11.6 g., 0.1 mole) was dissolved in dry methylene chloride (100 ml.) and under a nitrogen atmosphere was added methyl fluorosulfonate (8.2 ml., 0.1 mole) and the reaction mixture was stirred at room temperature for 1 hour. Further, methyl fluorosulfonate (0.1 ml.) was added and the reaction continued at reflux for one further hour. The reaction was cooled, the precipitate separated by filtration and washed with several portions of cold methylene chloride. Yield ... The reactants are NCC1=CC(CC2=C(C(=CC=C12)OC)OC)C1=CC=CC=C1 (1-Aminomethyl-5,6-dimethoxy-3-phenyl-3,4-dihydronaphthalene), Cl.NCC1=CC(CC2=C(C(=CC=C12)OC)OC)C1=CC=CC=C1 (1-aminomethyl-5,6-dimethoxy-3-phenyl-3,4-dihydronaphthalene hydrochloride). Product: OC1=C2CC(C=C(C2=CC=C1O)CNC)C1=CC=CC=C1 (5,6-Dihydroxy-1-(N-methyl)aminomethyl-3-phenyl-3,4,-dihydronaphthalene), hydrochloride salt. RXN SMILES: [NH2:1][CH2:2][C:3]1[C:12]2[C:7](=[C:8]([O:15]C)[C:9]([O:13]C)=[CH:10][CH:11]=2)[CH2:6][CH:5]([C:17]2[CH:22]=[CH:21][CH:20]=[CH:19][CH:18]=2)[CH:4]=1.Cl.N[CH2:25]C1C2C(=C(OC)C(OC)=CC=2)CC(C2C=CC=CC=2)C=1>>[OH:15][C:8]1[C:9]([OH:13])=[CH:10][CH:11]=[C:12]2[C:7]=1[CH2:6][CH:5]([C:17]1[CH:22]=[CH:21][CH:20]=[CH:19][CH:18]=1)[CH:4]=[C:3]2[CH2:2][NH:1][CH3:25] |f:1.2|. Procedure: 1-Aminomethyl-5,6-dimethoxy-3-phenyl-3,4-dihydronaphthalene, the product of Step 2 of Example 2, was N-methylated as described in Example 111 and deprotected as described in Step 4 of Example 2 to give the title compound as its hydrochloride salt, m.p. 131°-133° C.; DCI MS: 282 (M+H)+. Analysis calculated for C18H20ClNO2 : C, 68.03; H, 6.34; N, 4.41. Found: C, 67.64; H, 6.54; N, 4.31.